This data is from the Open Reaction Database (ORD), a public repository of structured organic reaction records. The task is: describe an organic reaction: reactants, conditions, products, and yield Reactants: BrC=1N(C2=CC=CC=C2C1C#N)C1=C(C(=C(C=C1)O)F)F (2-bromo-1-(2,3-difluoro-4-hydroxyphenyl)-1H-indole-3-carbonitrile), C(C(C)=C)[Sn](CCCC)(CCCC)CCCC (methallyltri-n-butyltin), C1(=C(C=CC=C1)P(C1=C(C=CC=C1)C)C1=C(C=CC=C1)C)C (tri(o-tolyl)phosphine). Reagents/catalysts: C=1C=CC(=CC1)/C=C/C(=O)/C=C/C2=CC=CC=C2.C=1C=CC(=CC1)/C=C/C(=O)/C=C/C2=CC=CC=C2.C=1C=CC(=CC1)/C=C/C(=O)/C=C/C2=CC=CC=C2.[Pd].[Pd] (Pd2(dba)3). Run in CN(C)C=O (DMF). Conditions: temperature 80 celsius. The product is FC1=C(C=CC(=C1F)O)N1C(=C(C2=CC=CC=C12)C#N)CC(=C)C (1-(2,3-Difluoro-4-hydroxy-phenyl)-2-(2-methyl-allyl)-1H-indole-3-carbonitrile). RXN SMILES: Br[C:2]1[N:3]([C:13]2[CH:18]=[CH:17][C:16]([OH:19])=[C:15]([F:20])[C:14]=2[F:21])[C:4]2[C:9]([C:10]=1[C:11]#[N:12])=[CH:8][CH:7]=[CH:6][CH:5]=2.[CH2:22]([Sn](CCCC)(CCCC)CCCC)[C:23](=[CH2:25])[CH3:24].C1(C)C=CC=CC=1P(C1C=CC=CC=1C)C1C=CC=CC=1C>CN(C=O)C.C1C=CC(/C=C/C(/C=C/C2C=CC=CC=2)=O)=CC=1.C1C=CC(/C=C/C(/C=C/C2C=CC=CC=2)=O)=CC=1.C1C=CC(/C=C/C(/C=C/C2C=CC=CC=2)=O)=CC=1.[Pd].[Pd]>[F:21][C:14]1[C:15]([F:20])=[C:16]([OH:19])[CH:17]=[CH:18][C:13]=1[N:3]1[C:4]2[C:9](=[CH:8][CH:7]=[CH:6][CH:5]=2)[C:10]([C:11]#[N:12])=[C:2]1[CH2:24][C:23]([CH3:25])=[CH2:22] |f:4.5.6.7.8|. Procedure: A mixture of 2-bromo-1-(2,3-difluoro-4-hydroxyphenyl)-1H-indole-3-carbonitrile (Example 103), methallyltri-n-butyltin (2 eq), Pd2(dba)3 (0.05%) and tri(o-tolyl)phosphine (20%) was dissolved in DMF, degassed with N2 and heated at 80° C. over night. The reaction mixture was quenched by addition of sat. NH4Cl, diluted with EtOAc, and washed with brine and then dried over Na2SO4. The residue was subjected to reversed phase preparative HPLC. Appropriate fractions were combined and evaporated, and ide... Product: Cl, Cn1ccc(Nc2ccccc2O)n1. As a reaction SMILES: [C:16](=[O:17])([OH:18])[O-:19].[CH3:1][O:2][c:3]1[c:4]([NH:9][c:10]2[n:11][n:12]([CH3:15])[cH:13][cH:14]2)[cH:5][cH:6][cH:7][cH:8]1.[Cl:22][CH2:23][Cl:24].[ClH:21].[Na+:20]>>[ClH:21].[OH:2][c:3]1[c:4]([NH:9][c:10]2[n:11][n:12]([CH3:15])[cH:13][cH:14]2)[cH:5][cH:6][cH:7][cH:8]1. Reactants: O=C([O-])O, COc1ccccc1Nc1ccn(C)n1, ClCCl, Cl, [Na+]. Starting materials: C(C1=CC=CC=C1)(=O)Cl (Benzoyl chloride), CS(=O)(=O)OC1=CC(=C(C=C1)O)C(CO)(C)C (3-(2-hydroxy-1,1-dimethylethyl)-4-hydroxyphenyl methanesulphonate). Solvent: C(C)OCC (diethyl ether), [OH-].[Na+] (sodium hydroxide). Reaction conditions: time 3 hour. Product: CS(=O)(=O)OC1=CC(=C(C=C1)OC(C1=CC=CC=C1)=O)C(COC(C1=CC=CC=C1)=O)(C)C (3-(2-benzoyloxy-1,1-dimethyl-ethyl)-4-benzoyloxyphenyl methanesulphonate). RXN SMILES: [C:1](Cl)(=[O:8])[C:2]1[CH:7]=[CH:6][CH:5]=[CH:4][CH:3]=1.[CH3:10][S:11]([O:14][C:15]1[CH:20]=[CH:19][C:18]([OH:21])=[C:17]([C:22]([CH3:26])([CH3:25])[CH2:23][OH:24])[CH:16]=1)(=[O:13])=[O:12]>C(OCC)C.[OH-].[Na+]>[CH3:10][S:11]([O:14][C:15]1[CH:20]=[CH:19][C:18]([O:21][C:1](=[O:8])[C:2]2[CH:7]=[CH:6][CH:5]=[CH:4][CH:3]=2)=[C:17]([C:22]([CH3:26])([CH3:25])[CH2:23][O:24][C:1](=[O:8])[C:2]2[CH:7]=[CH:6][CH:5]=[CH:4][CH:3]=2)[CH:16]=1)(=[O:13])=[O:12] |f:3.4|. Procedure details: Benzoyl chloride (5.6 g) in diethyl ether (50 ml) was added dropwise with vigorous stirring to a solution of 3-(2-hydroxy-1,1-dimethylethyl)-4-hydroxyphenyl methanesulphonate in aqueous sodium hydroxide solution (1.6 g in 100 ml water). The mixture was stirred for three hours at room temperature, then separated, and the ether solution washed with dilute sodium hydroxide solution followed by water. Drying over magnesium sulphate and running down gave 4.5 g of an oil. Crystallisation from ethanol ... The reactants are CCCCCCCCN1CCCC(=O)C1CCCCCCC, [Li]C, O. Product: CCCCCCCCN1CCCC(C)(O)C1CCCCCCC. As a reaction SMILES: [CH2:3]([CH2:4][CH2:5][CH2:6][CH2:7][CH2:8][CH3:9])[CH:10]1[N:11]([CH2:17][CH2:18][CH2:19][CH2:20][CH2:21][CH2:22][CH2:23][CH3:24])[CH2:12][CH2:13][CH2:14][C:15]1=[O:16].[CH3:1][Li:2].[OH2:25]>>[CH3:1][C:15]1([OH:16])[CH:10]([CH2:3][CH2:4][CH2:5][CH2:6][CH2:7][CH2:8][CH3:9])[N:11]([CH2:17][CH2:18][CH2:19][CH2:20][CH2:21][CH2:22][CH2:23][CH3:24])[CH2:12][CH2:13][CH2:14]1. Reactants: COC1=CC=C2CCCC(C2=C1)C(=O)O (7-methoxy-1,2,3,4-tetrahydronaphthalene-1-carboxylic acid), BrC1=CC=C(C=C1)CNC1=CC=C(C=C1)CCCCCCCC ([(4-bromophenyl)methyl](4-octylphenyl)amine). The product is BrC1=CC=C(C=C1)CN(C(=O)C1CCCC2=CC=C(C=C12)OC)C1=CC=C(C=C1)CCCCCCCC (N-[(4-bromophenyl)methyl]-7-methoxy-N-(4-octylphenyl)-1,2,3,4-tetrahydronaphthalene-1-carboxamide). Yield: 68.3%. RXN SMILES: [CH3:1][O:2][C:3]1[CH:12]=[C:11]2[C:6]([CH2:7][CH2:8][CH2:9][CH:10]2[C:13]([OH:15])=O)=[CH:5][CH:4]=1.[Br:16][C:17]1[CH:22]=[CH:21][C:20]([CH2:23][NH:24][C:25]2[CH:30]=[CH:29][C:28]([CH2:31][CH2:32][CH2:33][CH2:34][CH2:35][CH2:36][CH2:37][CH3:38])=[CH:27][CH:26]=2)=[CH:19][CH:18]=1>>[Br:16][C:17]1[CH:18]=[CH:19][C:20]([CH2:23][N:24]([C:25]2[CH:26]=[CH:27][C:28]([CH2:31][CH2:32][CH2:33][CH2:34][CH2:35][CH2:36][CH2:37][CH3:38])=[CH:29][CH:30]=2)[C:13]([CH:10]2[C:11]3[C:6](=[CH:5][CH:4]=[C:3]([O:2][CH3:1])[CH:12]=3)[CH2:7][CH2:8][CH2:9]2)=[O:15])=[CH:21][CH:22]=1. Procedure details: By the reaction and treatment in the same manner as in Example 12 using 7-methoxy-1,2,3,4-tetrahydronaphthalene-1-carboxylic acid (0.62 g) and [(4-bromophenyl)methyl](4-octylphenyl)amine (1.12 g) as starting materials, N-[(4-bromophenyl)methyl]-7-methoxy-N-(4-octylphenyl)-1,2,3,4-tetrahydronaphthalene-1-carboxamide (1.15 g) was obtained. Starting materials: COC([C@@H](N(C(C1=C(C=C(C=C1)C(SCC)NC(C)CC1CCCCC1)C1=C(C=CC=C1)C)=O)C(=O)OC(C)(C)C)CCSC)=O (N-tert-butoxycarbonyl-N-[4-(1-ethylsulfenyl-3-cyclohexylprop-2-ylaminomethyl)-2-(2-methylphenyl)benzoyl]methionine methyl ester), Cl (HCl). Solvent: O1CCOCC1 (dioxane). Run at time 1 hour. Product: C(C)SC(C1=CC(=C(C(=O)N[C@@H](CCSC)C(=O)OC)C=C1)C1=C(C=CC=C1)C)NC(C)CC1CCCCC1 (N-[4-(1-ethylsulfenyl-3-cyclohexylprop-2-ylaminomethyl)-2-(2-methylphenyl)benzoyl]methionine, Methyl Ester). Yield: 42.3%. RXN SMILES: [CH3:1][O:2][C:3](=[O:46])[C@H:4]([CH2:42][CH2:43][S:44][CH3:45])[N:5](C(OC(C)(C)C)=O)[C:6](=[O:34])[C:7]1[CH:12]=[CH:11][C:10]([CH:13]([NH:17][CH:18]([CH2:20][CH:21]2[CH2:26][CH2:25][CH2:24][CH2:23][CH2:22]2)[CH3:19])[S:14][CH2:15][CH3:16])=[CH:9][C:8]=1[C:27]1[CH:32]=[CH:31][CH:30]=[CH:29][C:28]=1[CH3:33].Cl>O1CCOCC1>[CH2:15]([S:14][CH:13]([NH:17][CH:18]([CH2:20][CH:21]1[CH2:26][CH2:25][CH2:24][CH2:23][CH2:22]1)[CH3:19])[C:10]1[CH:11]=[CH:12][C:7]([C:6]([NH:5][C@H:4]([C:3]([O:2][CH3:1])=[O:46])[CH2:42][CH2:43][S:44][CH3:45])=[O:34])=[C:8]([C:27]2[CH:32]=[CH:31][CH:30]=[CH:29][C:28]=2[CH3:33])[CH:9]=1)[CH3:16]. Reported procedure: To a solution of N-tert-butoxycarbonyl-N-[4-(1-ethylsulfenyl-3-cyclohexylprop-2-ylaminomethyl)-2-(2-methylphenyl)benzoyl]methionine methyl ester (200 mg) in dioxane (1 mL) chilled to its melting point, was added HCl (0.75 mL, 4M in dioxane). After 1 h, the reaction was quenched with excess aqueous sodium bicarbonate, and extracted into dichloromethane. The solution was concentrated, and the residue was purified by silica gel chromatography eluting with 5% methanol/dichloromethane to afford the t... Reactants: COC(CCC1=NC(=CC=C1OC)C(=O)OC)=O (3-(3-methoxy-6-methoxycarbonyl-2-pyridyl)-propionic acid methyl ester). Solvent: Br (hydrobromic acid). Product: C(=O)(O)C1=CC=C(C(=N1)CCC(=O)O)O (3-(6-carboxy-3-hydroxy-2-pyridyl)-propionic acid). Isolated yield 75.6%. As a reaction SMILES: C[O:2][C:3](=[O:18])[CH2:4][CH2:5][C:6]1[C:11]([O:12]C)=[CH:10][CH:9]=[C:8]([C:14]([O:16]C)=[O:15])[N:7]=1>Br>[C:14]([C:8]1[N:7]=[C:6]([CH2:5][CH2:4][C:3]([OH:18])=[O:2])[C:11]([OH:12])=[CH:10][CH:9]=1)([OH:16])=[O:15]. Procedure details: Under the conditions of example 16K, 6.5 g of 3-(3-methoxy-6-methoxycarbonyl-2-pyridyl)-propionic acid methyl ester in 60 ml of 48% hydrobromic acid is reacted and worked up. 4.1 g of 3-(6-carboxy-3-hydroxy-2-pyridyl)-propionic acid of melting point 210°-212° C. is obtained.